The task is: describe an organic reaction: reactants, conditions, products, and yield. This data is from the Open Reaction Database (ORD), a public repository of structured organic reaction records. As a reaction SMILES: Cl[C:2]1[C:11]2[C:6](=[CH:7][C:8]([Cl:12])=[CH:9][CH:10]=2)[N:5]=[CH:4][CH:3]=1.[NH2:13][CH2:14][C:15]1[CH:20]=[CH:19][CH:18]=[C:17]([CH2:21][NH2:22])[CH:16]=1.C(O[CH2:27][CH3:28])(=O)C.[ClH:29]>C1(O)C=CC=CC=1.O>[Cl:12][C:8]1[CH:7]=[C:6]2[C:11]([C:2]([NH:13][CH2:14][C:15]3[CH:20]=[CH:19][CH:18]=[C:17]([CH:21]([C:2]4[C:27]5[C:28](=[CH:11][C:6]([Cl:29])=[CH:7][CH:8]=5)[N:5]=[CH:4][CH:3]=4)[NH2:22])[CH:16]=3)=[CH:3][CH:4]=[N:5]2)=[CH:10][CH:9]=1. The product is ClC1=CC=C2C(=CC=NC2=C1)NCC1=CC(=CC=C1)C(N)C1=CC=NC2=CC(=CC=C12)Cl ((7-Chloroquinolin-4-yl)-[3-(7-chloroquinolin-4-yl-aminomethyl)-benzyl]-amine). Starting materials: C(C)(=O)OCC (ethyl acetate), Cl (hydrochloric acid), ClC1=CC=NC2=CC(=CC=C12)Cl (4,7-dichloroquinoline), NCC1=CC(=CC=C1)CN (α,α'-diamino-m-xylene). Reported procedure: 3.96 g of 4,7-dichloroquinoline and 1.36 g of α,α'-diamino-m-xylene are reacted at 140° C. in 4 g of phenol under argon for 24 hours. After cooling the mixture is treated with 20 ml of ethyl acetate and 30 ml of water and adjusted to pH 1 by adding a small amount of concentrated hydrochloric acid. The product which thereby crystallizes out is filtered off under suction and triturated in 200 ml of 2N NaOH and 50 ml of ethyl acetate. The separated crystalline amine is suspended in 80 ml of 0.5N HC... Solvent: O (water), C1(=CC=CC=C1)O (phenol). The reactants are CCCCc1cc(SCc2ccc(-c3ccc(C(F)(F)F)cc3)cc2)ccc1OCC(=O)OC, CO, [K+], O=P([O-])(O)O, OC(CS)C(O)CS. Product: CCCCc1cc(SCc2ccc(-c3ccc(C(F)(F)F)cc3)cc2)ccc1OCC(=O)O. As a reaction SMILES: [CH2:15]([CH2:16][CH2:17][CH3:18])[c:19]1[c:20]([O:21][CH2:22][C:23](=[O:24])[O:25][CH3:26])[cH:27][cH:28][c:29]([S:31][CH2:32][c:33]2[cH:34][cH:35][c:36](-[c:39]3[cH:40][cH:41][c:42]([C:45]([F:46])([F:47])[F:48])[cH:43][cH:44]3)[cH:37][cH:38]2)[cH:30]1.[CH3:49][OH:50].[K+:14].[P:9]([O-:10])([OH:11])([OH:12])=[O:13].[SH:1][CH2:2][CH:3]([CH:4]([CH2:5][SH:6])[OH:7])[OH:8]>>[CH2:15]([CH2:16][CH2:17][CH3:18])[c:19]1[c:20]([O:21][CH2:22][C:23](=[O:24])[OH:25])[cH:27][cH:28][c:29]([S:31][CH2:32][c:33]2[cH:34][cH:35][c:36](-[c:39]3[cH:40][cH:41][c:42]([C:45]([F:46])([F:47])[F:48])[cH:43][cH:44]3)[cH:37][cH:38]2)[cH:30]1. The reactants are [N+](=O)([O-])C=1C=C(C(=O)O)C=CC1 (3-nitrobenzoic acid), C(=O)([O-])[O-].[Cs+].[Cs+] (Cs2CO3), ClC1=CC=CC=C1 (4-chlorobenzene), C(CCC)P(C12CC3CC(CC(C1)C3)C2)C23CC1CC(CC(C2)C1)C3 (butyldi-1-adamantylphosphine). The reagents and catalysts are C(C)(=O)[O-].[Pd+2].C(C)(=O)[O-] (Palladium acetate). Solvent: CN(C)C=O (DMF). Yields the product C1(=CC=CC=C1)C1=C(C(=O)O)C=CC=C1[N+](=O)[O-] (2-Phenyl-3-nitrobenzoic Acid). Isolated yield 65.0%. RXN SMILES: [N+:1]([C:4]1[CH:5]=[C:6]([CH:10]=[CH:11][CH:12]=1)[C:7]([OH:9])=[O:8])([O-:3])=[O:2].Cl[C:14]1[CH:19]=[CH:18][CH:17]=[CH:16][CH:15]=1.C(P(C12CC3CC(CC(C3)C1)C2)C12CC3CC(CC(C3)C1)C2)CCC.C([O-])([O-])=O.[Cs+].[Cs+]>C([O-])(=O)C.[Pd+2].C([O-])(=O)C.CN(C=O)C>[C:14]1([C:5]2[C:4]([N+:1]([O-:3])=[O:2])=[CH:12][CH:11]=[CH:10][C:6]=2[C:7]([OH:9])=[O:8])[CH:19]=[CH:18][CH:17]=[CH:16][CH:15]=1 |f:3.4.5,6.7.8|. Procedure: Palladium acetate (5.6 mg, 0.025 mmol), 3-nitrobenzoic acid (84 mg, 0.5 mmol) and 4-chlorobenzene (283 mg, 2.5 mmol), butyldi-1-adamantylphosphine (19.2 mg, 0.05 mmol, Cs2CO3 (358 mg, 1.1 mmol), molecular sieves 3 Å (155 mg) and anhydrous DMF (2.5 mL). After flash chromatography and preparative HPLC 79 mg (65%) of a white solid was obtained. Analytical data are consistent with that of previously reported data.3 1H NMR (300 MHz, CDCl3) δ 7.32-7.37 (m, 2H), 7.42-7.46 (m, 3H), 7.57 (d, J-8.4 Hz, 1H... Starting materials: C1CCOC1, CCOC(=O)C12CC1C=CCCCN(S(=O)(=O)c1ccccc1[N+](=O)[O-])CC(NC(=O)OC(C)(C)C)C(=O)N1CC(OC)(c3ccc(-c4ccccc4)cc3)CC1C(=O)N2. Yields the product COC1(c2ccc(-c3ccccc3)cc2)CC2C(=O)NC3(C(=O)O)CC3C=CCCCN(S(=O)(=O)c3ccccc3[N+](=O)[O-])CC(NC(=O)OC(C)(C)C)C(=O)N2C1. Reaction SMILES: [O:61]1[CH2:62][CH2:63][CH2:64][CH2:65]1.[c:1]1(-[c:55]2[cH:56][cH:57][cH:58][cH:59][cH:60]2)[cH:2][cH:3][c:4]([C:7]2([O:53][CH3:54])[CH2:8][CH:9]3[C:10](=[O:52])[NH:11][C:12]4([C:47](=[O:48])[O:49][CH2:50][CH3:51])[CH:13]([CH:14]=[CH:15][CH2:16][CH2:17][CH2:18][N:19]([S:34](=[O:35])(=[O:36])[c:37]5[c:38]([N+:43](=[O:44])[O-:45])[cH:39][cH:40][cH:41][cH:42]5)[CH2:20][CH:21]([NH:26][C:27](=[O:28])[O:29][C:30]([CH3:31])([CH3:32])[CH3:33])[C:22](=[O:25])[N:23]3[CH2:24]2)[CH2:46]4)[cH:5][cH:6]1>>[c:1]1(-[c:55]2[cH:56][cH:57][cH:58][cH:59][cH:60]2)[cH:2][cH:3][c:4]([C:7]2([O:53][CH3:54])[CH2:8][CH:9]3[C:10](=[O:52])[NH:11][C:12]4([C:47](=[O:48])[OH:49])[CH:13]([CH:14]=[CH:15][CH2:16][CH2:17][CH2:18][N:19]([S:34](=[O:35])(=[O:36])[c:37]5[c:38]([N+:43](=[O:44])[O-:45])[cH:39][cH:40][cH:41][cH:42]5)[CH2:20][CH:21]([NH:26][C:27](=[O:28])[O:29][C:30]([CH3:31])([CH3:32])[CH3:33])[C:22](=[O:25])[N:23]3[CH2:24]2)[CH2:46]4)[cH:5][cH:6]1. Starting materials: C([O-])([O-])=O.[Cs+].[Cs+] (cesium carbonate), C1(=CC=CC=C1)P(C1=CC=CC=2C(C3=CC=CC(=C3OC12)P(C1=CC=CC=C1)C1=CC=CC=C1)(C)C)C1=CC=CC=C1 (4,5-bis(diphenylphosphino)-9,9-dimethylxanthene), BrC=1C=C(CN2C=NC3=CC=C(C=C3C2=O)C(=O)OCC)C=CC1 (ethyl 3-(3-bromobenzyl)-4-oxo-3,4-dihydroquinazoline-6-carboxylate), N1CCOCC1 (morpholine). Reagents/catalysts: C=1C=CC(=CC1)/C=C/C(=O)/C=C/C2=CC=CC=C2.C=1C=CC(=CC1)/C=C/C(=O)/C=C/C2=CC=CC=C2.C=1C=CC(=CC1)/C=C/C(=O)/C=C/C2=CC=CC=C2.[Pd].[Pd] (tris(dibenzylideneacetone)dipalladium(0)). Solvent: O1CCOCC1 (1,4-dioxane). Reported procedure: To a microwave vial was added ethyl 3-(3-bromobenzyl)-4-oxo-3,4-dihydroquinazoline-6-carboxylate (0.06 g, 0.16 mmol) and morpholine (0.040 mL, 0.47 mmol) in anhydrous 1,4-dioxane (3 mL). The solution was degassed under nitrogen for 10 min then cesium carbonate (0.15 g, 0.46 mmol) and 4,5-bis(diphenylphosphino)-9,9-dimethylxanthene (0.027 g, 0.047 mmol) were added followed by tris(dibenzylideneacetone)dipalladium(0) (0.021 g, 0.023 mmol). The reaction mixture was heated at 120° C. for 30 min in a... As a reaction SMILES: Br[C:2]1[CH:3]=[C:4]([CH:22]=[CH:23][CH:24]=1)[CH2:5][N:6]1[C:15](=[O:16])[C:14]2[C:9](=[CH:10][CH:11]=[C:12]([C:17]([O:19][CH2:20][CH3:21])=[O:18])[CH:13]=2)[N:8]=[CH:7]1.[NH:25]1[CH2:30][CH2:29][O:28][CH2:27][CH2:26]1.C(=O)([O-])[O-].[Cs+].[Cs+].C1(P(C2C=CC=CC=2)C2C3OC4C(=CC=CC=4P(C4C=CC=CC=4)C4C=CC=CC=4)C(C)(C)C=3C=CC=2)C=CC=CC=1>O1CCOCC1.C1C=CC(/C=C/C(/C=C/C2C=CC=CC=2)=O)=CC=1.C1C=CC(/C=C/C(/C=C/C2C=CC=CC=2)=O)=CC=1.C1C=CC(/C=C/C(/C=C/C2C=CC=CC=2)=O)=CC=1.[Pd].[Pd]>[O:28]1[CH2:29][CH2:30][N:25]([C:2]2[CH:3]=[C:4]([CH:22]=[CH:23][CH:24]=2)[CH2:5][N:6]2[C:15](=[O:16])[C:14]3[C:9](=[CH:10][CH:11]=[C:12]([C:17]([O:19][CH2:20][CH3:21])=[O:18])[CH:13]=3)[N:8]=[CH:7]2)[CH2:26][CH2:27]1 |f:2.3.4,7.8.9.10.11|. Yields the product O1CCN(CC1)C=1C=C(CN2C=NC3=CC=C(C=C3C2=O)C(=O)OCC)C=CC1 (ethyl 3-(3-morpholinobenzyl)-4-oxo-3,4-dihydroquinazoline-6-carboxylate). Conditions: temperature 120 celsius. Starting materials: CN(C)C(OC(C)(C)C)N(C)C (bis(dimethylamino)-t-butoxymethane), CC=1NC(C=CC1C#N)=O (1,6-dihydro-2-methyl-6-oxo-3-pyridinecarbonitrile), CN(C)C(OC(C)(C)C)N(C)C (bis(dimethylamino)-t-butoxymethane). Solvent: CN(C=O)C (dimethylformamide). Reaction conditions: temperature 110 celsius, time 3 hour. Yields the product CN(C=CC=1NC(C=CC1C#N)=O)C (2-[2-(dimethylamino)ethenyl]-1,6-dihydro-6-oxo-3-pyridinecarbonitrile). RXN SMILES: [CH3:1][C:2]1[NH:3][C:4](=[O:10])[CH:5]=[CH:6][C:7]=1[C:8]#[N:9].[CH3:11][N:12]([CH:14](N(C)C)OC(C)(C)C)[CH3:13]>CN(C)C=O>[CH3:11][N:12]([CH3:14])[CH:13]=[CH:1][C:2]1[NH:3][C:4](=[O:10])[CH:5]=[CH:6][C:7]=1[C:8]#[N:9]. Procedure details: To a stirred mixture containing 6.7 g of 1,6-dihydro-2-methyl-6-oxo-3-pyridinecarbonitrile in 100 ml of dimethylformamide was quickly added 11.5 ml of bis(dimethylamino)-t-butoxymethane and the reaction mixture was heated with stirring for 3 hours at 110° C. After a tlc analysis had shown some of the starting material still present, another 2.3 ml of bis(dimethylamino)-t-butoxymethane was added, the reaction mixture was heated with stirring to reflux for 90 minutes, and then allowed to cool to r... Reactants: Cl (hydrochloric acid), CC(C(=O)OC)C (methyl 2-methylpropanoate), C(C)(C)[N-]C(C)C.[Li+] (lithium diisopropylamide), C(C)(C)NC(C)C (diisopropylamine), C(CCC)[Li] (n-butyl lithium), ClC(C=1C(=NC=NC1)SC)C1=C(C=CC=C1)F (5-(chloro-(2-fluorophenyl)methyl)-4-methylthiopyrimidine). The solvent is CCOCC (Ether), CCCCCC (hexane), O1CCCC1 (tetrahydrofuran). Run at temperature 12 celsius. Yields the product CC(C(=O)OC)(C(C=1C(=NC=NC1)SC)C1=C(C=CC=C1)F)C (Methyl 2,2-Dimethyl-3-(2-fluorophenyl)-3-(4-methylthio-5-pyrimidinyl)propanoate). As a reaction SMILES: C([N-]C(C)C)(C)C.[Li+].C(NC(C)C)(C)C.C([Li])CCC.[CH3:21][CH:22]([CH3:27])[C:23]([O:25][CH3:26])=[O:24].Cl[CH:29]([C:38]1[CH:43]=[CH:42][CH:41]=[CH:40][C:39]=1[F:44])[C:30]1[C:31]([S:36][CH3:37])=[N:32][CH:33]=[N:34][CH:35]=1.Cl>CCCCCC.O1CCCC1.CCOCC>[CH3:21][C:22]([CH3:27])([CH:29]([C:38]1[CH:43]=[CH:42][CH:41]=[CH:40][C:39]=1[F:44])[C:30]1[C:31]([S:36][CH3:37])=[N:32][CH:33]=[N:34][CH:35]=1)[C:23]([O:25][CH3:26])=[O:24] |f:0.1|. Procedure details: To a solution of lithium diisopropylamide prepared from 5.3 g (57 mmol) of diisopropylamine and 21 mL (57 mmol) of 2.5M n-butyl lithium in hexane and 100 mL of dry tetrahydrofuran at -10° C. was slowly added with stirring 5.3 g (57 mmol) of methyl 2-methylpropanoate. The resulting solution was allowed to warm slowly to 12° C. and was then recooled to -10° C. To this was added in small portions with stirring 7.0 g (26 mmol) of 5-(chloro-(2-fluorophenyl)methyl)-4-methylthiopyrimidine. After 1 hr t... The reactants are C(=O)(O)C=1C=CC(=C(C(C=CC2=CC=C(C=C2)C=CC2=NC3=CC=CC=C3C=C2)=O)C1)O (5'-Carboxy-2'-hydroxy-4-[2-(2-quinolinyl)ethenyl]chalcone), [Se](=O)=O (selenium dioxide). The solvent is O1CCOCC1 (dioxane). Product: C(=O)(O)C=1C=C2C(C=C(OC2=CC1)C1=CC=C(C=C1)C=CC1=NC2=CC=CC=C2C=C1)=O (6-carboxy-4'-[2-(2-quinolinyl)ethenyl]flavone). Isolated yield 28.0%. As a reaction SMILES: [C:1]([C:4]1[CH:5]=[CH:6][C:7]([OH:32])=[C:8]([CH:31]=1)[C:9](=[O:30])[CH:10]=[CH:11][C:12]1[CH:17]=[CH:16][C:15]([CH:18]=[CH:19][C:20]2[CH:29]=[CH:28][C:27]3[C:22](=[CH:23][CH:24]=[CH:25][CH:26]=3)[N:21]=2)=[CH:14][CH:13]=1)([OH:3])=[O:2].[Se](=O)=O>O1CCOCC1>[C:1]([C:4]1[CH:31]=[C:8]2[C:7](=[CH:6][CH:5]=1)[O:32][C:11]([C:12]1[CH:13]=[CH:14][C:15]([CH:18]=[CH:19][C:20]3[CH:29]=[CH:28][C:27]4[C:22](=[CH:23][CH:24]=[CH:25][CH:26]=4)[N:21]=3)=[CH:16][CH:17]=1)=[CH:10][C:9]2=[O:30])([OH:3])=[O:2]. Procedure: 5'-Carboxy-2'-hydroxy-4-[2-(2-quinolinyl)ethenyl]chalcone (1 eq.) and selenium dioxide (2.2 eq.) were refluxed for 8 hours in dioxane. The reaction mixture was allowed to cool down to room temperature. The resulting crystals were collected by filtration. The thus-obtained crude crystals were recrystallized form DMF, whereby the title compound represented by the following formula was obtained (yield: 28%). ##STR46##